This data is from the Open Reaction Database (ORD), a public repository of structured organic reaction records. The task is: describe an organic reaction: reactants, conditions, products, and yield Reactants: CS(=O)(=O)Cl, Nc1nc(N)nc(-c2cc3ccccc3cc2F)n1, O=C(O)c1cccnc1, c1ccncc1. The product is Nc1nc(NC(=O)c2cccnc2)nc(-c2cc3ccccc3cc2F)n1. As a reaction SMILES: [CH3:10][S:11](=[O:12])(=[O:13])[Cl:14].[NH2:15][c:16]1[n:17][c:18](-[c:23]2[c:24]([F:33])[cH:25][c:26]3[cH:27][cH:28][cH:29][cH:30][c:31]3[cH:32]2)[n:19][c:20]([NH2:22])[n:21]1.[OH:1][C:2](=[O:3])[c:4]1[cH:5][cH:6][cH:7][n:8][cH:9]1.[cH:34]1[cH:35][cH:36][n:37][cH:38][cH:39]1>>[C:2](=[O:3])([c:4]1[cH:5][cH:6][cH:7][n:8][cH:9]1)[NH:15][c:16]1[n:17][c:18](-[c:23]2[c:24]([F:33])[cH:25][c:26]3[cH:27][cH:28][cH:29][cH:30][c:31]3[cH:32]2)[n:19][c:20]([NH2:22])[n:21]1. Reactants: C([O-])([O-])=O.[Ca+2] (calcium carbonate), C([O-])([O-])=O.[Ca+2] (calcium carbonate), C([O-])([O-])=O.[Ca+2] (calcium carbonate), C(\C=C/C(=O)O)(=O)O (maleic acid), C(=O)=O (Carbon dioxide). Product: C(\C=C/C(=O)[O-])(=O)[O-].[Ca+2] (calcium maleate). As a reaction SMILES: C(=O)([O-])[O-].[Ca+2:5].[C:6]([OH:13])(=[O:12])/[CH:7]=[CH:8]\[C:9]([OH:11])=[O:10].C(=O)=O>>[C:6]([O-:13])(=[O:12])/[CH:7]=[CH:8]\[C:9]([O-:11])=[O:10].[Ca+2:5] |f:0.1,4.5|. Reported procedure: A solution of maleic acid was prepared by adding 39.2 g of maleic anhydrideto 40 g of water and heating the mixture to 70° C. in a water bath to form a solution of maleic acid. A calcium carbonate filter cake (23.4 g, 0.248 mole calcium carbonate) and 1 g of calcium carbonate was added tothe maleic acid solution at 70° C. and heated for 50 min. Carbon dioxide was stripped off and calcium maleate was formed. Starting materials: C(C)(C)OC=1C(=CC2=C(C=CC3=C4C=CC(=C(C4=CN=C23)OCC2=CC=CC=C2)OC)C1)OC (2-isopropoxy-3,8-dimethoxy-7-benzyloxybenzo[c]phenanthridine), C1(=CC=C(C=C1)S(=O)(=O)OC)C (methyl p-toluenesulfonate), Cl (hydrochloric acid). Run in CO (methanol). Yields the product [Cl-].OC=1C(=CC2=C(C=CC3=C4C=CC(=C(C4=C[N+](=C23)C)O)OC)C1)OC (2,7-dihydroxy-3,8-dimethoxy-5-methylbenzo[c]phenanthridinium chloride). As a reaction SMILES: C([O:4][C:5]1[C:6]([O:33][CH3:34])=[CH:7][C:8]2[C:21]3[C:12](=[C:13]4[C:18](=[CH:19][N:20]=3)[C:17]([O:22]CC3C=CC=CC=3)=[C:16]([O:30][CH3:31])[CH:15]=[CH:14]4)[CH:11]=[CH:10][C:9]=2[CH:32]=1)(C)C.[C:35]1(C)C=CC(S(OC)(=O)=O)=CC=1.[ClH:47]>CO>[Cl-:47].[OH:4][C:5]1[C:6]([O:33][CH3:34])=[CH:7][C:8]2[C:21]3[C:12](=[C:13]4[C:18](=[CH:19][N+:20]=3[CH3:35])[C:17]([OH:22])=[C:16]([O:30][CH3:31])[CH:15]=[CH:14]4)[CH:11]=[CH:10][C:9]=2[CH:32]=1 |f:4.5|. Procedure: 2-isopropoxy-3,8-dimethoxy-7-benzyloxybenzo[c]phenanthridine (compound D-4) and methyl p-toluenesulfonate were subjected to a reaction operation in a manner similar to that of Example 16 to produce compound E-4, which was further treated with dilute hydrochloric acid in the presence of methanol, so that compound A-4, wherein X- =Cl-, was obtained. Reactants: COc1ccc(C(C)N)cc1, O=Cc1ccccc1, ClCCl. Yields the product COc1ccc(C(C)N=Cc2ccccc2)cc1. Reaction SMILES: [CH3:9][O:10][c:11]1[cH:12][cH:13][c:14]([CH:17]([CH3:18])[NH2:19])[cH:15][cH:16]1.[CH:1](=[O:2])[c:3]1[cH:4][cH:5][cH:6][cH:7][cH:8]1.[Cl:20][CH2:21][Cl:22]>>[CH:1]([c:3]1[cH:4][cH:5][cH:6][cH:7][cH:8]1)=[N:19][CH:17]([c:14]1[cH:13][cH:12][c:11]([O:10][CH3:9])[cH:16][cH:15]1)[CH3:18]. Reactants: COC(=O)C1(NC(=O)OCc2ccccc2)CCCC2(CC1)OCCO2, CO, [H][H]. Yields the product COC(=O)C1(N)CCCC2(CC1)OCCO2. RXN SMILES: [CH3:1][O:2][C:3](=[O:4])[C:5]1([NH:16][C:17]([O:18][CH2:19][c:20]2[cH:21][cH:22][cH:23][cH:24][cH:25]2)=[O:26])[CH2:6][CH2:7][C:8]2([O:9][CH2:10][CH2:11][O:12]2)[CH2:13][CH2:14][CH2:15]1.[CH3:27][OH:28].[H:29][H:30]>>[CH3:1][O:2][C:3](=[O:4])[C:5]1([NH2:16])[CH2:6][CH2:7][C:8]2([O:9][CH2:10][CH2:11][O:12]2)[CH2:13][CH2:14][CH2:15]1. Starting materials: C(C)NCC (Diethylamine), C(C)OC(=O)C=1N=NC(=CC1Cl)Cl (4,6-dichloro-pyridazine-3-carboxylic acid ethyl ester). The solvent is C(C)(=O)OCC (ethyl acetate). Conditions: time 8 hour. Product: C(C)OC(=O)C=1N=NC(=CC1N(CC)CC)Cl (6-chloro-4-diethylamino-pyridazine-3-carboxylic acid ethyl ester). Yield: 98.1%. As a reaction SMILES: [CH2:1]([NH:3][CH2:4][CH3:5])[CH3:2].[CH2:6]([O:8][C:9]([C:11]1[N:12]=[N:13][C:14]([Cl:18])=[CH:15][C:16]=1Cl)=[O:10])[CH3:7]>C(OCC)(=O)C>[CH2:6]([O:8][C:9]([C:11]1[N:12]=[N:13][C:14]([Cl:18])=[CH:15][C:16]=1[N:3]([CH2:4][CH3:5])[CH2:1][CH3:2])=[O:10])[CH3:7]. Procedure: Diethylamine (86 mg, 1.3 equivalents, 1.2 mmol) is added to a solution of 4,6-dichloro-pyridazine-3-carboxylic acid ethyl ester (0.2 g, 0.91 mmol) in ethyl acetate (10 mL) at room temperature. After overnight stirring, the reaction is quenched with water (6 mL). The organic layer is separated and the aqueous layer extracted (2×15 mL) with ethyl acetate. The combined organic layers are dried and solvent removed to give 230 mg of 6-chloro-4-diethylamino-pyridazine-3-carboxylic acid ethyl ester as ... Starting materials: N[C@@H](C)C1=CC=C(C(=O)OC)C=C1 (methyl (S)-4-(1-aminoethyl)benzoate), CS(=O)(=O)Cl (methanesulfonyl chloride). Yields the product CS(=O)(=O)N[C@@H](C)C1=CC=C(C(=O)OC)C=C1 (methyl (S)-4-(1-methanesulfonylaminoethyl)benzoate). As a reaction SMILES: [NH2:1][C@H:2]([C:4]1[CH:13]=[CH:12][C:7]([C:8]([O:10][CH3:11])=[O:9])=[CH:6][CH:5]=1)[CH3:3].[CH3:14][S:15](Cl)(=[O:17])=[O:16]>>[CH3:14][S:15]([NH:1][C@H:2]([C:4]1[CH:13]=[CH:12][C:7]([C:8]([O:10][CH3:11])=[O:9])=[CH:6][CH:5]=1)[CH3:3])(=[O:17])=[O:16]. Procedure details: Using methyl (S)-4-(1-aminoethyl)benzoate (0.61 g) and methanesulfonyl chloride (0.29 mL) and by the reaction and treatment in the same manner as in Preparation Example 71, the title compound (0.81 g) was obtained.